From a dataset of the Open Reaction Database (ORD), a public repository of structured organic reaction records. describe an organic reaction: reactants, conditions, products, and yield Reactants: C1(=CC=CC=C1)CCCCCCCCO (8-phenyloctyl alcohol), C(Br)C1CO1 (epibromohydrin), [H-].[Na+] (sodium hydride). The solvent is CN(C=O)C (dimethylformamide). The product is C1(=CC=CC=C1)CCCCCCCCOCC1OC1 (8-Phenyloctyloxymethyloxirane). Reaction SMILES: [C:1]1([CH2:7][CH2:8][CH2:9][CH2:10][CH2:11][CH2:12][CH2:13][CH2:14][OH:15])[CH:6]=[CH:5][CH:4]=[CH:3][CH:2]=1.[CH2:16]([CH:18]1[O:20][CH2:19]1)Br.[H-].[Na+]>CN(C)C=O>[C:1]1([CH2:7][CH2:8][CH2:9][CH2:10][CH2:11][CH2:12][CH2:13][CH2:14][O:15][CH2:16][CH:18]2[CH2:19][O:20]2)[CH:6]=[CH:5][CH:4]=[CH:3][CH:2]=1 |f:2.3|. Reported procedure: A procedure similar to that described in Preparation 46 was repeated, except that 4 g of 8-phenyloctyl alcohol, 3.18 ml of epibromohydrin, 0.85 g of sodium hydride (as a 55% by weight dispersion in mineral oil) and 80 ml of anhydrous dimethylformamide were used, to give 2.42 g of the title compound having an Rf value of 0.51 (on silica gel thin layer chromatography, using a 1:6 by volume mixture of ethyl acetate and hexane as the developing solvent). Reactants: N1(C=NC=C1)CCCCCN (1H-imidazole-1-pentanamine), C1=2C(=O)OC(NC1=CC=CC2)=O (isatoic anhydride). Solvent: C(C)O (ethanol). Conditions: temperature 95 celsius, time 20 hour. Product: N1(C=NC=C1)CCCCCN1C(NC2=CC=CC=C2C1=O)=O (3-[5-(1H-Imidazol-1-yl)pentyl]-2,4(1H,3H)-quinazolinedione). As a reaction SMILES: [N:1]1([CH2:6][CH2:7][CH2:8][CH2:9][CH2:10][NH2:11])[CH:5]=[CH:4][N:3]=[CH:2]1.[C:12]12[C:18](=[CH:19][CH:20]=[CH:21][CH:22]=1)[NH:17][C:16](=O)[O:15][C:13]2=[O:14]>C(O)C>[N:1]1([CH2:6][CH2:7][CH2:8][CH2:9][CH2:10][N:11]2[C:13](=[O:14])[C:12]3[C:18](=[CH:19][CH:20]=[CH:21][CH:22]=3)[NH:17][C:16]2=[O:15])[CH:5]=[CH:4][N:3]=[CH:2]1. Procedure details: A mixture of 1.53 g of 1H-imidazole-1-pentanamine, 1.63 g of isatoic anhydride and 15 ml at ethanol was stirred for 20 hours and concentrated. The viscous residue was mixed with 10 ml of ethyl chloroformate and heated for 1.5 hours in an oil bath at 95° C. The mixture was dissolved in ethanol, reconcentrated, mixed with 2.0 g of potassium hydroxide and 50 ml of ethanol and heated at reflux temperature for 3 hours. The reaction mixture was concentrated, dissolved in water and treated with acetic ...